From a dataset of the Open Reaction Database (ORD), a public repository of structured organic reaction records. describe an organic reaction: reactants, conditions, products, and yield Run in C1CCOC1 (THF), CO (methanol). Isolated yield 26.7%. As a reaction SMILES: [OH-].[Na+].C[O:4][C:5](=[O:21])[CH2:6][CH2:7][CH2:8][CH2:9][C:10]1[O:11][C:12]([C:15]2[CH:20]=[CH:19][CH:18]=[CH:17][N:16]=2)=[N:13][N:14]=1>C1COCC1.CO>[N:16]1[CH:17]=[CH:18][CH:19]=[CH:20][C:15]=1[C:12]1[O:11][C:10]([CH2:9][CH2:8][CH2:7][CH2:6][C:5]([OH:21])=[O:4])=[N:14][N:13]=1 |f:0.1|. Procedure details: Add 2 N sodium hydroxide (20 mL) to a solution of 5-(5-pyridin-2-yl[1,3,4]oxadiazol-2-yl)pentanoic acid methyl ester (8.16 g, 31 mmol) in THF (60 mL) and methanol (20 mL) at room temperature under nitrogen and heat the mixture at reflux for 12 hours. Remove the solvent under reduced pressure, dilute the residue with water (500 mL), and wash with ethyl acetate (200 mL). Adjust the pH of the aqueous layer to pH 3 with concentrated HCl and extract with ethyl acetate (3×200 mL). Wash the combined or... Reactants: [OH-].[Na+] (sodium hydroxide), COC(CCCCC=1OC(=NN1)C1=NC=CC=C1)=O (5-(5-pyridin-2-yl[1,3,4]oxadiazol-2-yl)pentanoic acid methyl ester). Yields the product N1=C(C=CC=C1)C1=NN=C(O1)CCCCC(=O)O (5-(5-pyridin-2-yl[1,3,4]oxadiazol-2-yl)pentanoic acid). The reactants are N([C@@H](CC1=CC=C(C=C1)O)C(=O)O)C(=O)OC(C)(C)C (Boc-Tyr-OH), ONC(CCC(=O)N)=O (N-hydroxysuccinamide), N,N-dicyclohexylcarbodiimide, C1CCC(CC1)(CC(=O)O)CN (gabapentin), [OH-].[Na+] (sodium hydroxide). Run in C(C)#N (acetonitrile). Reaction conditions: time 2 hour. Yields the product N([C@@H](CC1=CC=C(C=C1)O)C(=O)O)C(=O)OC(C)(C)C.C1CCC(CC1)(CC(=O)O)CN (Boc-Tyr Gabapentin). Yield: 106.7%. RXN SMILES: [NH:1]([C:14]([O:16][C:17]([CH3:20])([CH3:19])[CH3:18])=[O:15])[C@H:2]([C:11]([OH:13])=[O:12])[CH2:3][C:4]1[CH:9]=[CH:8][C:7]([OH:10])=[CH:6][CH:5]=1.ONC(=O)CCC(N)=O.[CH2:30]1[CH2:35][CH2:34][C:33]([CH2:40][NH2:41])([CH2:36][C:37]([OH:39])=[O:38])[CH2:32][CH2:31]1.[OH-].[Na+]>C(#N)C>[NH:1]([C:14]([O:16][C:17]([CH3:20])([CH3:19])[CH3:18])=[O:15])[C@H:2]([C:11]([OH:13])=[O:12])[CH2:3][C:4]1[CH:5]=[CH:6][C:7]([OH:10])=[CH:8][CH:9]=1.[CH2:30]1[CH2:31][CH2:32][C:33]([CH2:40][NH2:41])([CH2:36][C:37]([OH:39])=[O:38])[CH2:34][CH2:35]1 |f:3.4,6.7|. Reported procedure: To a solution of Boc-Tyr-OH (4.2 g, 15 mmol) in acetonitrile (100 mL) was added N-hydroxysuccinamide (1.84 g, 16 mmol) and N,N-dicyclohexylcarbodiimide (3.3 g, 16 mmol). The reaction was stirred at ambient temperature for 2 h. The reaction mixture was filtered directly into an aqueous solution (100 mL) of gabapentin (2.7 g, 16 mmol) and sodium hydroxide (640 mg, 16 mmol), and the resulting mixture stirred at ambient temperature for 16 h. The reaction was concentrated under reduced pressure, the ... The reactants are [Al+3], CC(=O)Cl, CC1(C)CCOc2ccccc21, [Cl-], [Cl-], [Cl-], Cl, C[N+](=O)[O-]. The product is CC(=O)c1ccc2c(c1)C(C)(C)CCO2. RXN SMILES: [Al+3:18].[CH3:13][C:14]([Cl:15])=[O:16].[CH3:1][C:2]1([CH3:12])[CH2:3][CH2:4][O:5][c:6]2[cH:7][cH:8][cH:9][cH:10][c:11]21.[Cl-:17].[Cl-:19].[Cl-:20].[ClH:21].[N+:22]([CH3:23])([O-:24])=[O:25]>>[CH3:1][C:2]1([CH3:12])[CH2:3][CH2:4][O:5][c:6]2[cH:7][cH:8][c:9]([C:14]([CH3:13])=[O:16])[cH:10][c:11]21.